From a dataset of the Open Reaction Database (ORD), a public repository of structured organic reaction records. describe an organic reaction: reactants, conditions, products, and yield Starting materials: O=C([O-])O, Cc1cc(C(F)(C(F)(F)F)C(F)(F)F)cc(C)c1C(=O)Cl, CCOC(C)=O, N#Cc1ccc(N)cc1NC(=O)c1ccc(F)cc1, [Na+], C1CCOC1. The product is Cc1cc(C(F)(C(F)(F)F)C(F)(F)F)cc(C)c1C(=O)Nc1ccc(C#N)c(NC(=O)c2ccc(F)cc2)c1. RXN SMILES: [C:52](=[O:53])([O-:54])[OH:55].[CH3:20][c:21]1[c:22]([C:23](=[O:24])[Cl:25])[c:26]([CH3:40])[cH:27][c:28]([C:30]([C:31]([F:32])([F:33])[F:34])([C:35]([F:36])([F:37])[F:38])[F:39])[cH:29]1.[CH3:46][CH2:47][O:48][C:49](=[O:50])[CH3:51].[NH2:1][c:2]1[cH:3][cH:4][c:5]([C:18]#[N:19])[c:6]([NH:8][C:9]([c:10]2[cH:11][cH:12][c:13]([F:16])[cH:14][cH:15]2)=[O:17])[cH:7]1.[Na+:56].[O:41]1[CH2:42][CH2:43][CH2:44][CH2:45]1>>[NH:1]([c:2]1[cH:3][cH:4][c:5]([C:18]#[N:19])[c:6]([NH:8][C:9]([c:10]2[cH:11][cH:12][c:13]([F:16])[cH:14][cH:15]2)=[O:17])[cH:7]1)[C:23]([c:22]1[c:21]([CH3:20])[cH:29][c:28]([C:30]([C:31]([F:32])([F:33])[F:34])([C:35]([F:36])([F:37])[F:38])[F:39])[cH:27][c:26]1[CH3:40])=[O:24]. Reactants: C(C1=CC=CC=C1)OC1=CC(=C(C=C1OC)C(CN1C(C2=CC=CC=C2C1=O)=O)NC1=CC=C(C#N)C=C1)[N+](=O)[O-] (4-[1-(4-Benzyloxy-5-methoxy-2-nitro-phenyl)-2-(1,3-dioxo-1,3-dihydro-isoindol-2-yl)-ethylamino]-benzonitrile), O.NN (hydrazine hydrate). The solvent is C(C)O (ethanol). Reaction conditions: temperature 60 celsius, time 48 hour. Yields the product NCC(C1=C(C=C(C(=C1)OC)OCC1=CC=CC=C1)[N+](=O)[O-])NC1=CC=C(C#N)C=C1 (4-[2-Amino-1-(4-benzyloxy-5-methoxy-2-nitro-phenyl)-ethylamino]-benzonitrile). Isolated yield 71.7%. Reaction SMILES: [CH2:1]([O:8][C:9]1[C:14]([O:15][CH3:16])=[CH:13][C:12]([CH:17]([NH:30][C:31]2[CH:38]=[CH:37][C:34]([C:35]#[N:36])=[CH:33][CH:32]=2)[CH2:18][N:19]2C(=O)C3C(=CC=CC=3)C2=O)=[C:11]([N+:39]([O-:41])=[O:40])[CH:10]=1)[C:2]1[CH:7]=[CH:6][CH:5]=[CH:4][CH:3]=1.O.NN>C(O)C>[NH2:19][CH2:18][CH:17]([NH:30][C:31]1[CH:32]=[CH:33][C:34]([C:35]#[N:36])=[CH:37][CH:38]=1)[C:12]1[CH:13]=[C:14]([O:15][CH3:16])[C:9]([O:8][CH2:1][C:2]2[CH:3]=[CH:4][CH:5]=[CH:6][CH:7]=2)=[CH:10][C:11]=1[N+:39]([O-:41])=[O:40] |f:1.2|. Reported procedure: 4-[1-(4-Benzyloxy-5-methoxy-2-nitro-phenyl)-2-(1,3-dioxo-1,3-dihydro-isoindol-2-yl)-ethylamino]-benzonitrile (2.7 g, 5 mmoles) was dissolved in ethanol (100 ml) and hydrazine hydrate (0.65 ml, 20 mmoles) added. The reaction was heated to 60° C. for 3 hours then at room temperature for 48 hours. The solids that precipitated were filtered off and the residue submitted to flash chromatography to yield 4-[2-Amino-1-(4-benzyloxy-5-methoxy-2-nitro-phenyl)-ethylamino]-benzonitrile (1.5 g). 1HNMR(CDCl3)... The reactants are C1(=CCCCC1)C=1C=C(C(=O)NC=2SC3=C(N2)C(=CC=C3N3CCOCC3)OC)C=CN1 (2-cyclohex-1-enyl-N-(4-methoxy-7-morpholin-4-yl-benzothiazol-2-yl)-isonicotinamide). The reagents and catalysts are [Pd] (palladium on charcoal). The solvent is CO (methanol), ClCCl (dichloromethane). Conditions: time 16 hour. The product is C1(CCCCC1)C=1C=C(C(=O)NC=2SC3=C(N2)C(=CC=C3N3CCOCC3)OC)C=CN1 (2-cyclohexyl-N-(4-methoxy-7-morpholin-4-yl-benzothiazol-2-yl)-isonicotinamide). The yield is 21.0%. RXN SMILES: [C:1]1([C:7]2[CH:8]=[C:9]([CH:30]=[CH:31][N:32]=2)[C:10]([NH:12][C:13]2[S:14][C:15]3[C:21]([N:22]4[CH2:27][CH2:26][O:25][CH2:24][CH2:23]4)=[CH:20][CH:19]=[C:18]([O:28][CH3:29])[C:16]=3[N:17]=2)=[O:11])[CH2:6][CH2:5][CH2:4][CH2:3][CH:2]=1>CO.ClCCl.[Pd]>[CH:1]1([C:7]2[CH:8]=[C:9]([CH:30]=[CH:31][N:32]=2)[C:10]([NH:12][C:13]2[S:14][C:15]3[C:21]([N:22]4[CH2:23][CH2:24][O:25][CH2:26][CH2:27]4)=[CH:20][CH:19]=[C:18]([O:28][CH3:29])[C:16]=3[N:17]=2)=[O:11])[CH2:2][CH2:3][CH2:4][CH2:5][CH2:6]1. Reported procedure: To a stirred solution of 585 mg (theoretically max 1.30 mmol) crude 2-cyclohex-1-enyl-N-(4-methoxy-7-morpholin-4-yl-benzothiazol-2-yl)-isonicotinamide in 5 ml methanol and 10 ml dichloromethane was added 500 mg 10% palladium on charcoal and the mixture was then stirred for 16 h at room temperature under an atmosphere of hydrogen. The mixture was then filtered, washing with dichloromethane, and the filtrate concentrated in vacuo. Flash chromatography (1/19 methanol/dichloromethane) followed by tr... RXN SMILES: [ClH:47].[Na+:36].[O:1]1[CH2:2][O:3][c:4]2[c:5]1[cH:6][cH:7][c:8]([CH2:10][CH:11]1[N:12]([C:29]([O:30][C:31]([CH3:32])([CH3:33])[CH3:34])=[O:35])[CH2:13][CH2:14][N:15]([c:17]3[n:18][cH:19][cH:20][c:21]4[cH:22][cH:23][c:24]([O:27][CH3:28])[cH:25][c:26]34)[CH2:16]1)[cH:9]2.[O:41]1[CH2:42][CH2:43][O:44][CH2:45][CH2:46]1.[OH:37][C:38](=[O:39])[O-:40]>>[O:1]1[CH2:2][O:3][c:4]2[c:5]1[cH:6][cH:7][c:8]([CH2:10][CH:11]1[NH:12][CH2:13][CH2:14][N:15]([c:17]3[n:18][cH:19][cH:20][c:21]4[cH:22][cH:23][c:24]([O:27][CH3:28])[cH:25][c:26]34)[CH2:16]1)[cH:9]2. The product is COc1ccc2ccnc(N3CCNC(Cc4ccc5c(c4)OCO5)C3)c2c1. Starting materials: Cl, [Na+], COc1ccc2ccnc(N3CCN(C(=O)OC(C)(C)C)C(Cc4ccc5c(c4)OCO5)C3)c2c1, C1COCCO1, O=C([O-])O. Starting materials: Two, OC1=NC=NC=2SC=3CCC(C3C12)CC(=O)OCC (ethyl 2-[12-hydroxy-7-thia-9,11-diazatricyclo[6.4.0.0^[2,6]]dodeca-1(8),2(6),9,11-tetraen-3-yl]acetate), O=P(Cl)(Cl)Cl (POCl3). Run at temperature 110 celsius, time 2 hour. The product is ClC=1N=CN=C2SC=3CCC(C3C12)CC(=O)OCC (ethyl 2-[12-chloro-7-thia-9,11-diazatricyclo[6.4.0.0^[2,6]]dodeca-1(12),2(6),8,10-tetraen-3-yl]acetate). The yield is 94.0%. Reaction SMILES: O[C:2]1[C:13]2[C:12]3[CH:11]([CH2:14][C:15]([O:17][CH2:18][CH3:19])=[O:16])[CH2:10][CH2:9][C:8]=3[S:7][C:6]=2[N:5]=[CH:4][N:3]=1.O=P(Cl)(Cl)[Cl:22]>>[Cl:22][C:2]1[N:3]=[CH:4][N:5]=[C:6]2[C:13]=1[C:12]1[CH:11]([CH2:14][C:15]([O:17][CH2:18][CH3:19])=[O:16])[CH2:10][CH2:9][C:8]=1[S:7]2. Reported procedure: Two 2000-mL 4-necked round-bottom flasks were charged with a solution of 15.3 (200 g, 718.58 mmol, 1.00 equiv) in POCl3 (2000 mL) at room temperature. The resulting solution was stirred for 2 h at 110° C. in an oil bath. The reaction mixture was cooled to room temperature and concentrated under vacuum. The reaction was then quenched by the addition of 1000 mL of ice-water. The resulting solution was extracted with 3×500 mL of ethyl acetate and the organic layers were combined. The combined organ...